Dataset: the Open Reaction Database (ORD), a public repository of structured organic reaction records. Task: describe an organic reaction: reactants, conditions, products, and yield Reactants: Cl.ClC=1C=C2C(=C(NC2=CC1)C=1C=NC=CC1)C (5-chloro-3-methyl-2-pyridin-3-yl-1H-indole hydrochloride), BrCC=1C=C(C#N)C=CC1 (3-bromomethyl-benzonitrile). Yields the product ClC=1C=C2C(=C(N(C2=CC1)CC=1C=C(C#N)C=CC1)C=1C=NC=CC1)C (3-(5-chloro-3-methyl-2-pyridin-3-yl-1H-indol-1-ylmethyl)-benzonitrile). Reaction SMILES: Cl.[Cl:2][C:3]1[CH:4]=[C:5]2[C:9](=[CH:10][CH:11]=1)[NH:8][C:7]([C:12]1[CH:13]=[N:14][CH:15]=[CH:16][CH:17]=1)=[C:6]2[CH3:18].Br[CH2:20][C:21]1[CH:22]=[C:23]([CH:26]=[CH:27][CH:28]=1)[C:24]#[N:25]>>[Cl:2][C:3]1[CH:4]=[C:5]2[C:9](=[CH:10][CH:11]=1)[N:8]([CH2:20][C:21]1[CH:22]=[C:23]([CH:26]=[CH:27][CH:28]=1)[C:24]#[N:25])[C:7]([C:12]1[CH:13]=[N:14][CH:15]=[CH:16][CH:17]=1)=[C:6]2[CH3:18] |f:0.1|. Reported procedure: 5-Chloro-3-methyl-2-pyridin-3-yl-1H-indole hydrochloride (Example 2) and 3-bromomethyl-benzonitrile are processed according to the method described in Example 11 to give 3-(5-chloro-3-methyl-2-pyridin-3-yl-1H-indol-1-ylmethyl)-benzonitrile. 1H NMR (400 MHz, MeOD) δ ppm 2.25 (s, 3H), 5.36 (s, 2H), 7.03 (d, J=7.8 Hz, 1H), 7.14 (s, 1H), 7.18 (dd, J=8.6, 2.0 Hz, 1H), 7.33 (d, J=8.6 Hz, 1H), 7.36 (t, J=7.7 Hz, 1H), 7.49-7.56 (m, 2H), 7.62 (d, J=2.0 Hz, 1H), 7.81 (dt, J=7.8, 1.9 Hz, 1H), 8.47 (d, J=2....